From a dataset of the Open Reaction Database (ORD), a public repository of structured organic reaction records. describe an organic reaction: reactants, conditions, products, and yield The reactants are CCOC(=O)c1ccc(-c2ccnc(NC3CC(C)(C)NC(C)(C)C3)n2)s1, CO, Cl, [Na+], [OH-]. Product: CC1(C)CC(Nc2nccc(-c3ccc(C(=O)O)s3)n2)CC(C)(C)N1. RXN SMILES: [CH2:1]([CH3:2])[O:3][C:4](=[O:5])[c:6]1[s:7][c:8](-[c:11]2[n:12][c:13]([NH:17][CH:18]3[CH2:19][C:20]([CH3:26])([CH3:27])[NH:21][C:22]([CH3:24])([CH3:25])[CH2:23]3)[n:14][cH:15][cH:16]2)[cH:9][cH:10]1.[CH3:31][OH:32].[ClH:30].[Na+:29].[OH-:28]>>[O:3]=[C:4]([OH:5])[c:6]1[s:7][c:8](-[c:11]2[n:12][c:13]([NH:17][CH:18]3[CH2:19][C:20]([CH3:26])([CH3:27])[NH:21][C:22]([CH3:24])([CH3:25])[CH2:23]3)[n:14][cH:15][cH:16]2)[cH:9][cH:10]1. Starting materials: [BH4-].[Na+] (sodium borohydride), C1CC=CC=2SCC3=C(C(C21)=O)C=CC=C3 (6.1-dihydro-dibenzo[b,e]thiepin-11-one), O (water). The solvent is CO (methanol). Reaction conditions: temperature -10 celsius, time 3 hour. Yields the product C1=CC=CC=2SCC3=C(C(C21)O)C=CC=C3 (6.11-dihydro-dibenzo[b,e]thiepin-11-ol). As a reaction SMILES: [CH2:1]1[C:11]2[C:10](=[O:12])[C:9]3[CH:13]=[CH:14][CH:15]=[CH:16][C:8]=3[CH2:7][S:6][C:5]=2[CH:4]=[CH:3][CH2:2]1.[BH4-].[Na+].O>CO>[CH:1]1[C:11]2[CH:10]([OH:12])[C:9]3[CH:13]=[CH:14][CH:15]=[CH:16][C:8]=3[CH2:7][S:6][C:5]=2[CH:4]=[CH:3][CH:2]=1 |f:1.2|. Procedure details: 48 g (212 mmol) 6.1-dihydro-dibenzo[b,e]thiepin-11-one are dissolved in 480 ml absolute methanol and cooled to ca. −10° C. 19.2 g (507 mmol) sodium borohydride is added portion wise to this solution. The mixture is stirred for three hours at RT without further cooling. After the careful addition of 30 ml water, the suspension is concentrated under vacuum. The residue is taken up in 500 ml dichloromethane and washed twice each with 150 ml water. The organic phase is dried over sodium sulfate and ... Reactants: CC(OC(NCCOCCOC(NCCOCCOC(NCCOCCOC(NCCOCCOC(NCCOCCOC(NCCOCCOC(NCC(=O)OCC)=O)=O)=O)=O)=O)=O)=O)(C)C (ethyl 54,54-dimethyl-4,12,20,28,36,44,52-heptaoxo-5,8,13,16,21,24,29,32,37,40,45,48,53-tridecaoxa-3,11,19,27,35,43,51-heptaazapentapentacontan-1-oate), CC(OC(NCCOCCOC(NCCOCCOC(NCCOCCOC(NCCOCCOC(NCCOCCOC(NCCOCCOC(NCC(=O)OCC)=O)=O)=O)=O)=O)=O)=O)(C)C (ethyl 54,54-dimethyl-4,12,20,28,36,44,52-heptaoxo-5,8,13,16,21,24,29,32,37,40,45,48,53-tridecaoxa-3,11,19,27,35,43,51-heptaazapentapentacontan-1-oate), [OH-].[Li+] (lithium hydroxide). Solvent: C1CCOC1 (THF). Product: CC(OC(NCCOCCOC(NCCOCCOC(NCCOCCOC(NCCOCCOC(NCCOCCOC(NCCOCCOC(NCC(=O)O)=O)=O)=O)=O)=O)=O)=O)(C)C (54,54-dimethyl-4,12,20,28,36,44,52-heptaoxo-5,8,13,16,21,24,29,32,37,40,45,48,53-tridecaoxa-3,11,19,27,35,43,51-heptaaza-1-pentapentacontanoic acid). The yield is 95.6%. RXN SMILES: [CH3:1][C:2]([CH3:68])([CH3:67])[O:3][C:4](=[O:66])[NH:5][CH2:6][CH2:7][O:8][CH2:9][CH2:10][O:11][C:12](=[O:65])[NH:13][CH2:14][CH2:15][O:16][CH2:17][CH2:18][O:19][C:20](=[O:64])[NH:21][CH2:22][CH2:23][O:24][CH2:25][CH2:26][O:27][C:28](=[O:63])[NH:29][CH2:30][CH2:31][O:32][CH2:33][CH2:34][O:35][C:36](=[O:62])[NH:37][CH2:38][CH2:39][O:40][CH2:41][CH2:42][O:43][C:44](=[O:61])[NH:45][CH2:46][CH2:47][O:48][CH2:49][CH2:50][O:51][C:52](=[O:60])[NH:53][CH2:54][C:55]([O:57]CC)=[O:56].[OH-].[Li+]>C1COCC1>[CH3:1][C:2]([CH3:68])([CH3:67])[O:3][C:4](=[O:66])[NH:5][CH2:6][CH2:7][O:8][CH2:9][CH2:10][O:11][C:12](=[O:65])[NH:13][CH2:14][CH2:15][O:16][CH2:17][CH2:18][O:19][C:20](=[O:64])[NH:21][CH2:22][CH2:23][O:24][CH2:25][CH2:26][O:27][C:28](=[O:63])[NH:29][CH2:30][CH2:31][O:32][CH2:33][CH2:34][O:35][C:36](=[O:62])[NH:37][CH2:38][CH2:39][O:40][CH2:41][CH2:42][O:43][C:44](=[O:61])[NH:45][CH2:46][CH2:47][O:48][CH2:49][CH2:50][O:51][C:52](=[O:60])[NH:53][CH2:54][C:55]([OH:57])=[O:56] |f:1.2|. Procedure: Ethyl 54,54-dimethyl-4,12,20,28,36,44,52-heptaoxo-5,8,13,16,21,24,29,32,37,40,45,48,53-tridecaoxa-3,11,19,27,35,43,51-heptaazapentapentacontan-1-oate (Compound 13, 2.4 g, 0.0025 mol) was dissolved in THF (30 mL) and then stirred. After slowly adding 2 N lithium hydroxide aqueous solution (8 mL), the mixture was stirred at room temperature for 40 minutes. After removing THF from the reaction mixture, 1 N HCl aqueous solution was slowly added for acidification. After extracting 3 times with dichlo... The reactants are C[C@@H]1N(CCNC1)CC=1C=C(C=NC1)C1=NC(=NC=C1)NCCC1=C(C=CC=C1)O (2-(4-(5-(((S)-2-methylpiperazin-1-yl)methyl)pyridine-3-yl)pyrimidin-2-ylamino)ethylphenol), 405, ClC1=NC=CC(=N1)C=1C=C(C=NC1)CN1[C@H](CN(CC1)C(=O)OC(C)(C)C)C ((3S)-tert-butyl 4-((5-(2-chloropyrimidin-4-yl)pyridine-3-yl)methyl)-3-methylpiperazine-1-carboxylate), NCCC1=CC=C(C=C1)O (tyramine). Yields the product ClC1=C(C=CC(=C1)CCNC1=NC=CC(=N1)C=1C=NC=C(C1)CN1[C@H](CNCC1)C)O (2-chloro-4-(2-(4-(5-(((S)-2-methylpiperazin-1-yl)methyl)pyridine-3-yl)pyrimidin-2-ylamino)ethyl)phenol). Reaction SMILES: [CH3:1][C@H:2]1[CH2:7][NH:6][CH2:5][CH2:4][N:3]1[CH2:8][C:9]1[CH:10]=[C:11]([C:15]2[CH:20]=[CH:19][N:18]=[C:17](NCCC3C=CC=CC=3O)[N:16]=2)[CH:12]=[N:13][CH:14]=1.[Cl:31]C1N=C(C2C=C(CN3CCN(C(OC(C)(C)C)=O)C[C@@H]3C)C=NC=2)C=CN=1.[NH2:59][CH2:60][CH2:61][C:62]1[CH:67]=[CH:66][C:65]([OH:68])=[CH:64][CH:63]=1>>[Cl:31][C:64]1[CH:63]=[C:62]([CH2:61][CH2:60][NH:59][C:17]2[N:16]=[C:15]([C:11]3[CH:12]=[N:13][CH:14]=[C:9]([CH2:8][N:3]4[CH2:4][CH2:5][NH:6][CH2:7][C@@H:2]4[CH3:1])[CH:10]=3)[CH:20]=[CH:19][N:18]=2)[CH:67]=[CH:66][C:65]=1[OH:68]. Procedure: 4-(2-(4-(5-(((S)-2-methylpiperazin-1-yl)methyl)pyridine-3-yl)pyrimidin-2-ylamino)ethylphenol: Intermediate 148 from above was coupled with tyramine following procedure F. The product was deprotected by procedure G2. LC-MS showed the product had the expected M+H+ of 405. 1H NMR (Varian 300 MHz, DMSO-d6, shifts relative to the solvent peak at 2.49 ppm) δ 9.4 (s, 1H) 9.0 (m, 2H) 8.5 (d, 1H) 7.5 (s, 1H), 7.0 (d, 2H), 6.6 (d, 2H), 3.7-3.5 (m, 5H) 3.4-3.3 (m, 6H), 2.8 (t, 2H), 1.6 (d, 3H). The reactants are C#CC1=CC=C(C=C1)O (poly(p-hydroxystyrene)), ( 3 ), ( 1 ), COC=C (methylvinyl ether). The product is COC(C)OC1=CC=C(C=C)C=C1.OC1=CC=C(C=C)C=C1 (p-1-methoxyethoxystyrene p-hydroxystyrene). RXN SMILES: [CH:1]#[C:2][C:3]1[CH:8]=[CH:7][C:6]([OH:9])=[CH:5][CH:4]=1.[CH3:10][O:11][CH:12]=[CH2:13]>>[CH3:10][O:11][CH:12]([O:9][C:6]1[CH:7]=[CH:8][C:3]([CH:2]=[CH2:1])=[CH:4][CH:5]=1)[CH3:13].[OH:9][C:6]1[CH:7]=[CH:8][C:3]([CH:2]=[CH2:1])=[CH:4][CH:5]=1 |f:2.3|. Procedure details: Using 8 g of poly(p-hydroxystyrene) obtained according to (1) of Preparation Example 6 and 2.2 g of methylvinyl ether, the procedure of (3) of Preparation Example 1 was carried out for reaction and after-treatments to give 8.6 g of poly(p-1-methoxyethoxystyrene/p-hydroxystyrene) as faintly brown-tinted powdery crystal. P-1-methoxyethoxystyrene unit/p-hydroxystyrene unit molar ratio in the polymer≈4:6 (1H NMR). Mw≈18,000; Mw/Mn=1.89 (GPC with polystyrene calibration). Conditions: temperature 90 celsius, time 19 hour. The reactants are ClC=1C=CC=2N(N1)C=C(N2)NC(C)=O (N-(6-chloroimidazo[1,2-b]pyridazin-2-yl)acetamide), C(=O)([O-])[O-].[Na+].[Na+] (Na2CO3), dichloro[1,1′-bis(diphenylphosphino)ferrocene]palladium(II)dichloromethane, BrC=1C=C(C=NC1)NS(=O)(=O)C1=CC=C(C=C1)F (N-(5-bromopyridin-3-yl)-4-fluorobenzenesulfonamide), B1(OC(C(O1)(C)C)(C)C)B2OC(C(O2)(C)C)(C)C (bis(pinacolato)diboron), C(C)(=O)[O-].[K+] (potassium acetate). The solvent is CN(C)C=O (DMF), O1CCOCC1 (1,4-dioxane). Procedure: To a 25-mL, round-bottomed flask was added N-(5-bromopyridin-3-yl)-4-fluorobenzenesulfonamide (0.15 g, 0.45 mmol), bis(pinacolato)diboron (0.17 g, 0.68 mmol), potassium acetate (0.18 g, 1.8 mmol) and 1,4-dioxane (4.0 mL). The mixture was carefully evacuated and backfilled with N2. To this mixture was added dichloro[1,1′-bis(diphenylphosphino)ferrocene]palladium(II)dichloromethane adduct (0.033 g, 0.045 mmol, Strem Chemicals, Inc., Newburyport, Mass.). The mixture was carefully evacuated and back... Reagents/catalysts: Cl[Pd]([P](C1=CC=CC=C1)(C2=CC=CC=C2)C3=CC=CC=C3)([P](C4=CC=CC=C4)(C5=CC=CC=C5)C6=CC=CC=C6)Cl (trans-dichlorobis(triphenylphosphine)palladium). Product: FC1=CC=C(C=C1)S(=O)(=O)NC=1C=C(C=NC1)C=1C=CC=2N(N1)C=C(N2)NC(C)=O (N-(6-(5-(4-Fluorophenylsulfonamido)pyridin-3-yl)imidazo[1,2-b]pyridazin-2-yl)acetamide). Reaction SMILES: Br[C:2]1[CH:3]=[C:4]([NH:8][S:9]([C:12]2[CH:17]=[CH:16][C:15]([F:18])=[CH:14][CH:13]=2)(=[O:11])=[O:10])[CH:5]=[N:6][CH:7]=1.B1(B2OC(C)(C)C(C)(C)O2)OC(C)(C)C(C)(C)O1.C([O-])(=O)C.[K+].Cl[C:43]1[CH:44]=[CH:45][C:46]2[N:47]([CH:49]=[C:50]([NH:52][C:53](=[O:55])[CH3:54])[N:51]=2)[N:48]=1.C([O-])([O-])=O.[Na+].[Na+]>Cl[Pd](Cl)([P](C1C=CC=CC=1)(C1C=CC=CC=1)C1C=CC=CC=1)[P](C1C=CC=CC=1)(C1C=CC=CC=1)C1C=CC=CC=1.CN(C=O)C.O1CCOCC1>[F:18][C:15]1[CH:16]=[CH:17][C:12]([S:9]([NH:8][C:4]2[CH:3]=[C:2]([C:43]3[CH:44]=[CH:45][C:46]4[N:47]([CH:49]=[C:50]([NH:52][C:53](=[O:55])[CH3:54])[N:51]=4)[N:48]=3)[CH:7]=[N:6][CH:5]=2)(=[O:11])=[O:10])=[CH:13][CH:14]=1 |f:2.3,5.6.7,^1:64,83|. The reactants are COC=1C=C(C=CC=O)C=C(C1O)OC (3,5-dimethoxy-4-hydroxycinnamaldehyde), C(#N)CC(=O)OC (methyl cyanoacetate). Yields the product C(=O)(OC)\C(\C#N)=C\C=C\C1=CC(=C(C(=C1)OC)O)OC ((E,E)-2-Carbomethoxy-3-(3,5-dimethoxy-4-hydroxystyryl)acrylonitrile). As a reaction SMILES: [CH3:1][O:2][C:3]1[CH:4]=[C:5]([CH:10]=[C:11]([O:14][CH3:15])[C:12]=1[OH:13])[CH:6]=[CH:7][CH:8]=O.[C:16]([CH2:18][C:19]([O:21][CH3:22])=[O:20])#[N:17]>>[C:19](/[C:18](=[CH:8]/[CH:7]=[CH:6]/[C:5]1[CH:4]=[C:3]([O:2][CH3:1])[C:12]([OH:13])=[C:11]([O:14][CH3:15])[CH:10]=1)/[C:16]#[N:17])([O:21][CH3:22])=[O:20]. Reported procedure: The compound was prepared as described in Example 3 by adding 3,5-dimethoxy-4-hydroxycinnamaldehyde (0.15 g, 0.72 mmol) to methyl cyanoacetate (0.064 ml, 0.72 mmol). After refluxing for 1 h and recrystallization from ethanol an orange solid was obtained (0.2 g, 90%). The product gave the following analytical data: The reactants are [OH-].[K+] (KOH), CO (methanol), C(=O)(OC)C1=C2C=CNC2=CC(=C1)NC(CCCCCCCCC)=O (4-carbomethoxy-6-(N-decanoylamino)indole), [OH-].[K+] (KOH). Run in O (water), O1CCCC1 (tetrahydrofuran). Conditions: temperature 80 celsius. Product: C(=O)(O)C1=C2C=CNC2=CC(=C1)NC(CCCCCCCCC)=O (4-carboxy-6-(N-decanoylamino)indole). The yield is 60.7%. As a reaction SMILES: [C:1]([C:5]1[CH:13]=[C:12]([NH:14][C:15](=[O:25])[CH2:16][CH2:17][CH2:18][CH2:19][CH2:20][CH2:21][CH2:22][CH2:23][CH3:24])[CH:11]=[C:10]2[C:6]=1[CH:7]=[CH:8][NH:9]2)([O:3]C)=[O:2].[OH-].[K+].CO>O1CCCC1.O>[C:1]([C:5]1[CH:13]=[C:12]([NH:14][C:15](=[O:25])[CH2:16][CH2:17][CH2:18][CH2:19][CH2:20][CH2:21][CH2:22][CH2:23][CH3:24])[CH:11]=[C:10]2[C:6]=1[CH:7]=[CH:8][NH:9]2)([OH:3])=[O:2] |f:1.2|. Reported procedure: Five hundred-fifteen mg of 4-carbomethoxy-6-(N-decanoylamino)indole [prepared by the method of Wender et al., PNAS, 83, 4214-4218 (1986)] was dissolved in 60 mL of tetrahydrofuran. This solution was treated with 3 mL of a 1N KOH solution in water and also with 5 mL of methanol. The mixture was heated at 80° C. for 32 h. During this period another 2.5 mL of 1N KOH was added in two portions. After cooling the mixture was concentrated in vacuo. The mixture was then diluted with water and acidified ...